This data is from the Open Reaction Database (ORD), a public repository of structured organic reaction records. The task is: describe an organic reaction: reactants, conditions, products, and yield Starting materials: C([O-])(O)=O.[Na+] (sodium bicarbonate), C([O-])([O-])=O.[Na+].[Na+] (sodium carbonate), Cl.C1(=CC=CC=C1)NN (phenyl hydrazine hydrochloride), CN(C)C=C1CN(CCC1=O)C(=O)OC(C)(C)C (Tert-butyl 3-((dimethylamino)methylene)-4-oxopiperidine-1-carboxylate). Solvent: CO (methanol), O (water), C(C)(=O)O (acetic acid). Reaction conditions: time 1 hour. Yields the product C1(=CC=CC=C1)N1N=CC=2CN(CCC21)C(=O)OC(C)(C)C (Tert-butyl 1-phenyl-6,7-dihydro-1H-pyrazolo[4,3-c]pyridine-5(4H)-carboxylate). Reaction SMILES: C[N:2]([CH:4]=[C:5]1[C:10](=O)[CH2:9][CH2:8][N:7]([C:12]([O:14][C:15]([CH3:18])([CH3:17])[CH3:16])=[O:13])[CH2:6]1)C.C(=O)([O-])[O-].[Na+].[Na+].Cl.[C:26]1([NH:32]N)[CH:31]=[CH:30][CH:29]=[CH:28][CH:27]=1.C(=O)(O)[O-].[Na+]>CO.C(O)(=O)C.O>[C:26]1([N:32]2[C:10]3[CH2:9][CH2:8][N:7]([C:12]([O:14][C:15]([CH3:18])([CH3:17])[CH3:16])=[O:13])[CH2:6][C:5]=3[CH:4]=[N:2]2)[CH:31]=[CH:30][CH:29]=[CH:28][CH:27]=1 |f:1.2.3,4.5,6.7|. Procedure details: Tert-butyl 3-((dimethylamino)methylene)-4-oxopiperidine-1-carboxylate (Step A, 2.1 g, 8.3 mmol) was dissolved in 100 mL methanol, and water (50 mL) was added followed by the addition of sodium carbonate (0.53 g, 5.0 mmol) and phenyl hydrazine hydrochloride (1.43 g, 9.9 mmol). Finally, acetic acid (1 mL) was added and the resulting mixture was stirred at rt for 1 h. The mixture was made basic by adding saturated aq. sodium bicarbonate (ca. 20 mL) and the methanol was removed on a rotary evaporato... Reactants: Cl (hydrochloric acid), [H-].[Na+] (Sodium hydride), CC(C)O (2-propanol), ClC=1OC(=C(N1)C1=CC=C(C=C1)Cl)CCC(=O)O (2-chloro-4-(4-chlorophenyl)-5-oxazolepropionic acid). The solvent is O (water). Run at time 10 minute. Yields the product ClC1=CC=C(C=C1)C=1N=C(OC1CCC(=O)O)OC(C)C (4-(4-chlorophenyl)-2-isopropoxy-5-oxazolepropionic acid). Yield: 87.0%. RXN SMILES: [H-].[Na+].[CH3:3][CH:4]([OH:6])[CH3:5].Cl[C:8]1[O:9][C:10]([CH2:20][CH2:21][C:22]([OH:24])=[O:23])=[C:11]([C:13]2[CH:18]=[CH:17][C:16]([Cl:19])=[CH:15][CH:14]=2)[N:12]=1.Cl>O>[Cl:19][C:16]1[CH:17]=[CH:18][C:13]([C:11]2[N:12]=[C:8]([O:6][CH:4]([CH3:5])[CH3:3])[O:9][C:10]=2[CH2:20][CH2:21][C:22]([OH:24])=[O:23])=[CH:14][CH:15]=1 |f:0.1|. Procedure: Sodium hydride (60% dispersion in oil, 0.60 g) was added to 2-propanol (20 ml), and stirred at room temperature for 10 minutes. To the reaction mixture was added 2-chloro-4-(4-chlorophenyl)-5-oxazolepropionic acid (1.43 g), and stirred under reflux for 30 minutes. Next, water was added to the resulting reaction mixture, which was then acidified with 2N hydrochloric acid, and the crystals thus precipitated were collected by filtration to obtain 4-(4-chlorophenyl)-2-isopropoxy-5-oxazolepropionic a... The reactants are ClCCl (Dichloromethane), Cl.CC1(CC1)N (1-Methylcyclopropylamine hydrochloride), Cl.CC1(CC1)N (1-Methylcyclopropylamine hydrochloride), ClCCl (dichloromethane), CS(=O)(=O)OCCC=1N=CSC1COS(=O)(=O)C (4-(2-methane-sulfonyloxyethyl)-5-methanesulfonyloxymethylthiazole). Solvent: O (water). Conditions: time 8 hour. Yields the product CC1(CC1)N1CC2=C(CC1)N=CS2 (5-(1-Methylcyclopropyl)-4,5,6,7-tetrahydrothiazolo-[5,4-c]pyridine). Yield: 34.4%. Reaction SMILES: Cl.[CH3:2][C:3]1([NH2:6])[CH2:5][CH2:4]1.ClCCl.CS(O[CH2:15][CH2:16][C:17]1[N:18]=[CH:19][S:20][C:21]=1[CH2:22]OS(C)(=O)=O)(=O)=O>O>[CH3:2][C:3]1([N:6]2[CH2:15][CH2:16][C:17]3[N:18]=[CH:19][S:20][C:21]=3[CH2:22]2)[CH2:5][CH2:4]1 |f:0.1|. Procedure details: 1-Methylcyclopropylamine hydrochloride (J. Org. Chem., 1989, Vol. 54, p. 1815) (1.89 g) was added to dichloromethane (20 ml) containing 4-(2-methane-sulfonyloxyethyl)-5-methanesulfonyloxymethylthiazole (4.46 g) under ice cooling, and the mixture was stirred overnight at room temperature. 1-Methylcyclopropylamine hydrochloride (1.89 g) was additionally added, and the mixture was stirred for 20 hours at room temperature and 5 hours under refluxing. Dichloromethane and water were added to the react... Run at time 1 hour. Solvent: C1(=CC=CC=C1)OC (anisole). As a reaction SMILES: C([O:14][C:15]([C:17]1[N:22]2[C:23](=[O:57])[CH:24]([NH:25][C:26](=[O:56])[C:27](=[N:53][O:54][CH3:55])[C:28]3[N:29]=[C:30]([NH:33]C(C4C=CC=CC=4)(C4C=CC=CC=4)C4C=CC=CC=4)[S:31][CH:32]=3)[C@H:21]2[S:20][CH2:19][C:18]=1[CH:58]=[CH:59][C:60]1[S:64][CH:63]=[N:62][C:61]=1[CH3:65])=[O:16])(C1C=CC=CC=1)C1C=CC=CC=1.[F:66][C:67]([F:72])([F:71])[C:68]([OH:70])=[O:69].C(OC(C)C)(C)C>C1(OC)C=CC=CC=1>[CH3:55][O:54][N:53]=[C:27]([C:28]1[N:29]=[C:30]([NH2:33])[S:31][CH:32]=1)[C:26]([NH:25][CH:24]1[C:23](=[O:57])[N:22]2[C:17]([C:15]([OH:16])=[O:14])=[C:18]([CH:58]=[CH:59][C:60]3[S:64][CH:63]=[N:62][C:61]=3[CH3:65])[CH2:19][S:20][C@H:21]12)=[O:56].[F:66][C:67]([F:72])([F:71])[C:68]([O-:70])=[O:69]. Product: CON=C(C(=O)NC1[C@@H]2N(C(=C(CS2)C=CC2=C(N=CS2)C)C(=O)O)C1=O)C=1N=C(SC1)N (7-[2-Methoxyimino-2-(2-aminothiazol-4-yl)acetamido]-3-[2-(4-methylthiazol-5-yl)vinyl]-3-cephem-4-carboxylic acid), FC(C(=O)[O-])(F)F (trifluoroacetate). Procedure: 7-[2-Methoxyimino-2-(2-tritylaminothiazol-4-yl)acetamido]-3-[2-(4-methylthiazol-5-yl)vinyl]-3-cephem-4-carboxylic acid benzhydryl ester (0.11 g) was dissolved in anisole (0.33 mg), to which was added trifluoroacetic acid (1.1 ml) under ice-cooling. The solution so obtained was stirred for 1 hour under ice-cooling and the reaction solution was admixed with isopropyl ether (30 ml) to deposit a precipitate. The precipitate was recovered by filtration, washed with isopropyl ether and dried under red... The reactants are C(C1=CC=CC=C1)(C1=CC=CC=C1)OC(=O)C1=C(CS[C@H]2N1C(C2NC(C(C=2N=C(SC2)NC(C2=CC=CC=C2)(C2=CC=CC=C2)C2=CC=CC=C2)=NOC)=O)=O)C=CC2=C(N=CS2)C (7-[2-Methoxyimino-2-(2-tritylaminothiazol-4-yl)acetamido]-3-[2-(4-methylthiazol-5-yl)vinyl]-3-cephem-4-carboxylic acid benzhydryl ester), C(C)(C)OC(C)C (isopropyl ether), FC(C(=O)O)(F)F (trifluoroacetic acid). Reactants: N1=CC(=CC=C1)C1=CC=CC=2CN(CCOC21)C(=O)OC(C)(C)C (tert-butyl 9-(pyridin-3-yl)-2,3-dihydro-1,4-benzoxazepine-4(5H)-carboxylate), C(C)(=O)OCC.Cl (hydrogen chloride-ethyl acetate). Run in C(C)(=O)OCC (ethyl acetate). Conditions: time 1 hour. Yields the product Cl.Cl.N1=CC(=CC=C1)C1=CC=CC=2CNCCOC21 (9-(pyridin-3-yl)-2,3,4,5-tetrahydro-1,4-benzoxazepine dihydrochloride). The yield is 62.6%. Reaction SMILES: [N:1]1[CH:6]=[CH:5][CH:4]=[C:3]([C:7]2[C:17]3[O:16][CH2:15][CH2:14][N:13](C(OC(C)(C)C)=O)[CH2:12][C:11]=3[CH:10]=[CH:9][CH:8]=2)[CH:2]=1.C(OCC)(=O)C.[ClH:31]>C(OCC)(=O)C>[ClH:31].[ClH:31].[N:1]1[CH:6]=[CH:5][CH:4]=[C:3]([C:7]2[C:17]3[O:16][CH2:15][CH2:14][NH:13][CH2:12][C:11]=3[CH:10]=[CH:9][CH:8]=2)[CH:2]=1 |f:1.2,4.5.6|. Procedure: A mixture of tert-butyl 9-(pyridin-3-yl)-2,3-dihydro-1,4-benzoxazepine-4(5H)-carboxylate (190 mg, 0.582 mmol), ethyl acetate (1 ml) and 4N hydrogen chloride-ethyl acetate solution (4 ml) was stirred for 1 hr at room temperature, and the solvent was evaporated under reduced pressure. The residue was recrystallized from a mixed solvent of methanol and ether to give the desired product (109 mg, 62.6%) as a solid. Reactants: CN1C(CSC2=C1C=CC(=C2)C(C(CC(=O)OC)C)=O)=O (Methyl 4-(3,4-dihydro-4-methyl-3-oxo-1,4[2H]-benzothiazin-7-yl)-4-oxo-3-methylbutyrate), NN (hydrazine). Run in C(C)O (ethanol). The product is CN1C(CSC2=C1C=CC(=C2)C=2C(CC(NN2)=O)C)=O (6-(3,4-Dihydro-4-methyl-3-oxo-1,4[2H]-benzothiazin-7-yl)-2,3,4,5-tetrahydro-5-methylpyridazin-3-one). RXN SMILES: [CH3:1][N:2]1[C:7]2[CH:8]=[CH:9][C:10]([C:12](=O)[CH:13]([CH3:19])[CH2:14][C:15](OC)=[O:16])=[CH:11][C:6]=2[S:5][CH2:4][C:3]1=[O:21].[NH2:22][NH2:23]>C(O)C>[CH3:1][N:2]1[C:7]2[CH:8]=[CH:9][C:10]([C:12]3[CH:13]([CH3:19])[CH2:14][C:15](=[O:16])[NH:22][N:23]=3)=[CH:11][C:6]=2[S:5][CH2:4][C:3]1=[O:21]. Procedure: Methyl 4-(3,4-dihydro-4-methyl-3-oxo-1,4[2H]-benzothiazin-7-yl)-4-oxo-3-methylbutyrate (1.7 g) was heated at reflux overnight with 0.3 ml of hydrazine in 50 ml of ethanol. Filtration gave a white powder which was chromatographed on silica gel eluted with 5% methanol in methylene chloride, yielding 110 mg of the named compound, mp 193°-194.5° C. Starting materials: O=C(NC1CN2CCC1CC2)c1cc2ccc([N+](=O)[O-])cc2o1, CN(C)C=O, Cl[Sn]Cl. Product: Nc1ccc2cc(C(=O)NC3CN4CCC3CC4)oc2c1. Reaction SMILES: [N:4]12[CH2:5][CH:6]([NH:12][C:13](=[O:14])[c:15]3[o:16][c:17]4[c:18]([cH:19]3)[cH:20][cH:21][c:22]([N+:24]([O-:25])=[O:26])[cH:23]4)[CH:7]([CH2:8][CH2:9]1)[CH2:10][CH2:11]2.[O:27]=[CH:28][N:29]([CH3:30])[CH3:31].[Sn:1]([Cl:2])[Cl:3]>>[N:4]12[CH2:5][CH:6]([NH:12][C:13](=[O:14])[c:15]3[o:16][c:17]4[c:18]([cH:19]3)[cH:20][cH:21][c:22]([NH2:24])[cH:23]4)[CH:7]([CH2:8][CH2:9]1)[CH2:10][CH2:11]2.